This data is from the Open Reaction Database (ORD), a public repository of structured organic reaction records. The task is: describe an organic reaction: reactants, conditions, products, and yield Starting materials: COC(=O)C=1C=C2C=CC(=CC2=CC1)O (6-methoxycarbonyl-β-naphthol), C(C)(=O)O (acetic acid), N(=O)[O-].[Na+] (sodium nitrite). The solvent is O (water). Conditions: time 45 minute. The product is N(=O)C1=C(C=CC2=CC(=CC=C12)C(=O)OC)O (1-nitroso-6-methoxycarbonyl-β-naphthol). The yield is 99.7%. As a reaction SMILES: [CH3:1][O:2][C:3]([C:5]1[CH:6]=[C:7]2[C:12](=[CH:13][CH:14]=1)[CH:11]=[C:10]([OH:15])[CH:9]=[CH:8]2)=[O:4].C(O)(=O)C.[N:20]([O-])=[O:21].[Na+]>O>[N:20]([C:11]1[C:12]2[C:7](=[CH:6][C:5]([C:3]([O:2][CH3:1])=[O:4])=[CH:14][CH:13]=2)[CH:8]=[CH:9][C:10]=1[OH:15])=[O:21] |f:2.3|. Procedure details: 202.0 g (1.0 mol) of 6-methoxycarbonyl-β-naphthol were suspended in 1120 ml of 90%-strength acetic acid, nitrosated with 182 g (1.05 mol) of 40%-strength sodium nitrite solution at 0°-5° C. in the course of 2.5 hours and then stirring was continued at room temperature for 45 minutes. The suspension obtained was made up to 3 l with water, the solid was filtered off by suction and washed with water until neutral. After drying, 228.1 g (99.7%) of crude 1-nitroso-6-methoxycarbonyl-β-naphthol were ob... Starting materials: aqueous solution, [Li+].[OH-] (LiOH), C1CCOC1 (THF), ClC=1C=CC(=C(C1)C=1C=CC(=NC1)C(=O)NCCC(=O)OCC)CNC1=CC=C(C=C1)C1=CC(=C(C=C1)F)F (ethyl 3-(5-(5-chloro-2-(((3′,4′-difluoro-[1,1′-biphenyl]-4-yl)amino)methyl)phenyl)picolinamido)propanoate), Cl (HCl). Run in CO (MeOH), C(Cl)Cl (DCM), O (water). The product is ClC=1C=CC(=C(C1)C=1C=CC(=NC1)C(=O)NCCC(=O)O)CNC1=CC=C(C=C1)C1=CC(=C(C=C1)F)C (3-(5-(5-chloro-2-(((4′-fluoro-3′-methyl-[1,1′-biphenyl]-4-yl)amino)methyl)phenyl)picolinamido)propanoic acid). Reaction SMILES: [Li+].[OH-].[CH2:3]1COCC1.[Cl:8][C:9]1[CH:10]=[CH:11][C:12]([CH2:31][NH:32][C:33]2[CH:38]=[CH:37][C:36]([C:39]3[CH:44]=[CH:43][C:42]([F:45])=[C:41](F)[CH:40]=3)=[CH:35][CH:34]=2)=[C:13]([C:15]2[CH:16]=[CH:17][C:18]([C:21]([NH:23][CH2:24][CH2:25][C:26]([O:28]CC)=[O:27])=[O:22])=[N:19][CH:20]=2)[CH:14]=1.Cl>C(Cl)Cl.O.CO>[Cl:8][C:9]1[CH:10]=[CH:11][C:12]([CH2:31][NH:32][C:33]2[CH:38]=[CH:37][C:36]([C:39]3[CH:44]=[CH:43][C:42]([F:45])=[C:41]([CH3:3])[CH:40]=3)=[CH:35][CH:34]=2)=[C:13]([C:15]2[CH:16]=[CH:17][C:18]([C:21]([NH:23][CH2:24][CH2:25][C:26]([OH:28])=[O:27])=[O:22])=[N:19][CH:20]=2)[CH:14]=1 |f:0.1|. Procedure details: A 1M aqueous solution of LiOH (2.0 mL, 2.0 mmol) was added to a THF (2.0 mL) and MeOH (0.5 mL) solution of ethyl 3-(5-(5-chloro-2-(((3′,4′-difluoro-[1,1′-biphenyl]-4-yl)amino)methyl)phenyl)picolinamido)propanoate (32 mg, 0.06 mmol) and the resulting mixture was stirred at room temperature. After 1 h the resulting mixture was neutralized with 2M aqueous HCl, diluted with DCM and water and the layers were separated. The aqueous layer was extracted with DCM and the combined extracts were dried (Na2... Starting materials: C(CCC)[Li] (n-butyl lithium), C(CC)N(C1CC2=C(SC1)SC=C2)CCC (N,N-dipropyl-5,6-dihydro-4H-thieno[2,3-b]-thiopyran-5-amine), CI (methyl iodide). Run in CCCCCC (hexane), O1CCCC1 (tetrahydrofuran). Conditions: time 30 minute. The product is CC1=CC2=C(SCC(C2)N(CCC)CCC)S1 (2-methyl-N,N-dipropyl-5,6-dihydro-4H-thieno[2,3-b]-thiopyran-5-amine). Reaction SMILES: [CH2:1]([N:4]([CH2:14][CH2:15][CH3:16])[CH:5]1[CH2:10][S:9][C:8]2[S:11][CH:12]=[CH:13][C:7]=2[CH2:6]1)[CH2:2][CH3:3].[CH2:17]([Li])CCC.CI>O1CCCC1.CCCCCC>[CH3:17][C:12]1[S:11][C:8]2[S:9][CH2:10][CH:5]([N:4]([CH2:1][CH2:2][CH3:3])[CH2:14][CH2:15][CH3:16])[CH2:6][C:7]=2[CH:13]=1. Procedure: A mixture of 2.5 g of N,N-dipropyl-5,6-dihydro-4H-thieno[2,3-b]-thiopyran-5-amine in 40 ml of tetrahydrofuran is treated with 4 ml of 2.5 M n-butyl lithium in hexane at 0°. After 30 minutes at 0°, 1.5 g of methyl iodide is added and the mixture is kept at room temperature for 1 hour. Dilution with ether and washing with water followed by drying and removal of the solvent in vacuo affords 2-methyl-N,N-dipropyl-5,6-dihydro-4H-thieno[2,3-b]-thiopyran-5-amine. The reactants are C(=O)OCC1=CC=CC=C1 (benzyl formate), mercurous iodide, CN1C(CCC1)=O (N-methyl-2-pyrrolidone), [C]=O (Carbon monoxide). Conditions: time 2 hour. The product is C1(=CC=CC=C1)CC(=O)O (phenyl acetic acid). Reaction SMILES: C(O[CH2:4][C:5]1[CH:10]=[CH:9][CH:8]=[CH:7][CH:6]=1)=O.[C]=[O:12].CN1CCC[C:15]1=[O:19]>>[C:5]1([CH2:4][C:15]([OH:19])=[O:12])[CH:6]=[CH:7][CH:8]=[CH:9][CH:10]=1 |^3:10|. Reported procedure: The same autoclave as used in Example 17 is charged with 20 grams of benzyl formate, and 20 grams of N-methyl-2-pyrrolidone and 1.4 grams of mercurous iodide are added thereto. Carbon monoxide is introduced into the autoclave under pressure and the reaction is conducted at a pressure of 300 kg./cm.2 gauge and a temperature of 210° C. for 2 hours. As a result there is obtained phenyl acetic acid in a yield of 12.6 grams, which corresponds to a conversion of 63% based on the starting benzyl format... The reactants are C(C1=CC=CC=C1)C(C1=C(C=CC=C1)N1CCCCC1)N (α-benzyl-2-piperidino-benzylamine), C(C)OC=1C=C(C=CC1C(=O)OCC)CC(=O)O (3-ethoxy-4-ethoxycarbonyl-phenylacetic acid). Product: C(C)OC1=C(C(=O)OCC)C=CC(=C1)CC(=O)NC(C1=C(C=CC=C1)N1CCCCC1)CC1=CC=CC=C1 (Ethyl 2-ethoxy-4-[N-(α-benzyl-2-piperidino-benzyl)-aminocarbonylmethyl]-benzoate). RXN SMILES: [CH2:1]([CH:8]([NH2:21])[C:9]1[CH:14]=[CH:13][CH:12]=[CH:11][C:10]=1[N:15]1[CH2:20][CH2:19][CH2:18][CH2:17][CH2:16]1)[C:2]1[CH:7]=[CH:6][CH:5]=[CH:4][CH:3]=1.[CH2:22]([O:24][C:25]1[CH:26]=[C:27]([CH2:36][C:37](O)=[O:38])[CH:28]=[CH:29][C:30]=1[C:31]([O:33][CH2:34][CH3:35])=[O:32])[CH3:23]>>[CH2:22]([O:24][C:25]1[CH:26]=[C:27]([CH2:36][C:37]([NH:21][CH:8]([CH2:1][C:2]2[CH:3]=[CH:4][CH:5]=[CH:6][CH:7]=2)[C:9]2[CH:14]=[CH:13][CH:12]=[CH:11][C:10]=2[N:15]2[CH2:20][CH2:19][CH2:18][CH2:17][CH2:16]2)=[O:38])[CH:28]=[CH:29][C:30]=1[C:31]([O:33][CH2:34][CH3:35])=[O:32])[CH3:23]. Procedure: Prepared analogously to Example 47 from α-benzyl-2-piperidino-benzylamine and 3-ethoxy-4-ethoxycarbonyl-phenylacetic acid. The reactants are BrC1=CC=C(C=C1)O (4-bromophenol), ICCCCCI (1,5-diiodopentane). The product is IC(CCCC)OC1=CC=C(C=C1)Br (1-(1-iodopentyloxy)-4-bromobenzene). Reaction SMILES: [Br:1][C:2]1[CH:7]=[CH:6][C:5]([OH:8])=[CH:4][CH:3]=1.[I:9][CH2:10][CH2:11][CH2:12][CH2:13][CH2:14]I>>[I:9][CH:10]([O:8][C:5]1[CH:6]=[CH:7][C:2]([Br:1])=[CH:3][CH:4]=1)[CH2:11][CH2:12][CH2:13][CH3:14]. Procedure: To 4-bromophenol was reacted 1,5-diiodopentane in the presence of an alkali, to obtain 1-(1-iodopentyloxy)-4-bromobenzene {compound (A)}.